From a dataset of the Open Reaction Database (ORD), a public repository of structured organic reaction records. describe an organic reaction: reactants, conditions, products, and yield Reactants: aromatic compounds, BrBr (bromine), bromine trifluoride, dialkyl 5-bromoisophtalate, C(C1=CC(C(=O)OC)=CC=C1)(=O)OC (dimethyl isophthalate). The product is BrC=1C=C(C=C(C(=O)OC)C1)C(=O)OC (dimethyl 5-bromoisophtalate). Yield: 55.0%. RXN SMILES: [C:1]([O:13][CH3:14])(=[O:12])[C:2]1[CH:11]=[CH:10][CH:9]=[C:4]([C:5]([O:7][CH3:8])=[O:6])[CH:3]=1.BrBr.[Br:17](F)(F)F>>[Br:17][C:10]1[CH:9]=[C:4]([C:5]([O:7][CH3:8])=[O:6])[CH:3]=[C:2]([CH:11]=1)[C:1]([O:13][CH3:14])=[O:12]. Reported procedure: Conventionally, it is known that selective bromination of aromatic compounds having an electron-attracting group is very difficult. As techniques related to such a reaction, it is known, for example as a method for preparing dialkyl 5-bromoisophtalate a method comprising brominating dimethyl isophthalate with bromine at the presence of bromine trifluoride (BrF3) to give dimethyl 5-bromoisophtalate in a 55% yield (J. Org. Chem., 58, 239 (1993)). This method, however, uses bromine trifluoride that... Reactants: [SnH3]C1=NC=CC=N1 (2-stannyl pyrimidine), C(CCC)[Li] (n-butyllithium), O1CCOC12CCC(CC2)=O (1,4-dioxa-spiro[4.5]decan-8-one). Solvent: C1CCOC1 (THF). Reaction conditions: temperature -78 celsius, time 30 minute. Yields the product N1=C(N=CC=C1)C1(CCC2(OCCO2)CC1)O (8-Pyrimidin-2-yl-1,4-dioxaspiro[4.5]decan-8-ol). Reaction SMILES: [SnH3][C:2]1[N:7]=[CH:6][CH:5]=[CH:4][N:3]=1.C([Li])CCC.[O:13]1[C:17]2([CH2:22][CH2:21][C:20](=[O:23])[CH2:19][CH2:18]2)[O:16][CH2:15][CH2:14]1>C1COCC1>[N:3]1[CH:4]=[CH:5][CH:6]=[N:7][C:2]=1[C:20]1([OH:23])[CH2:21][CH2:22][C:17]2([O:16][CH2:15][CH2:14][O:13]2)[CH2:18][CH2:19]1. Procedure details: To a solution of 2-stannyl pyrimidine (200 mmol, 80 g), prepared as previously described in the literature (Tetrahedron, 1994, 50, 275-284), in THF (1 L) was added n-butyllithium (240 mmol, 150 mL) at −78° C. The reaction was stirred for 30 min at −78° C. and 1,4-dioxa-spiro[4.5]decan-8-one (200 mmol, 30 g) was added. The reaction was allowed to stir overnight while warming to ambient temperature. The reaction was then quenched using NH4Cl and extracted using EtOAc (3×400 mL). The organic layers... Reactants: C1CCOC1, [Li]CCCC, O=C(c1ccc(NC2CCCC2)cc1)C(F)(F)F, C#Cc1ccccc1. Yields the product OC(C#Cc1ccccc1)(c1ccc(NC2CCCC2)cc1)C(F)(F)F. As a reaction SMILES: [CH2:32]1[O:33][CH2:34][CH2:35][CH2:36]1.[CH2:9]([Li:10])[CH2:11][CH2:12][CH3:13].[CH:14]1([NH:19][c:20]2[cH:21][cH:22][c:23]([C:26]([C:27]([F:28])([F:29])[F:30])=[O:31])[cH:24][cH:25]2)[CH2:15][CH2:16][CH2:17][CH2:18]1.[c:1]1([C:7]#[CH:8])[cH:2][cH:3][cH:4][cH:5][cH:6]1>>[c:1]1([C:7]#[C:8][C:26]([c:23]2[cH:22][cH:21][c:20]([NH:19][CH:14]3[CH2:15][CH2:16][CH2:17][CH2:18]3)[cH:25][cH:24]2)([C:27]([F:28])([F:29])[F:30])[OH:31])[cH:2][cH:3][cH:4][cH:5][cH:6]1. Starting materials: CC(C)([O-])C.[K+] (potassium tert-butoxide), N1C(COC2=C3C1=C1CCCCC1=NC3=CC=C2)=O (1,3,9,10,11,12-hexahydro-2H-quino[4,3,2-ef][1,4]benzoxazepin-2-one), C(C1=CC=CC=C1)Br (benzyl bromide). The solvent is O (water), CN(C=O)C (dimethylformamide). Reaction conditions: time 5 minute. Product: C(C1=CC=CC=C1)N1C(COC2=C3C1=C1CCCCC1=NC3=CC=C2)=O (1-Benzyl-1,3,9,10,11,12-hexahydro-2H-quino[4,3,2-ef][1,4]benzoxazepin-2-one). Isolated yield 41.0%. RXN SMILES: [NH:1]1[C:7]2=[C:8]3[C:13](=[N:14][C:15]4=[CH:16][CH:17]=[CH:18][C:5](=[C:6]24)[O:4][CH2:3][C:2]1=[O:19])[CH2:12][CH2:11][CH2:10][CH2:9]3.CC(C)([O-])C.[K+].[CH2:26](Br)[C:27]1[CH:32]=[CH:31][CH:30]=[CH:29][CH:28]=1>CN(C)C=O.O>[CH2:26]([N:1]1[C:7]2=[C:8]3[C:13](=[N:14][C:15]4=[CH:16][CH:17]=[CH:18][C:5](=[C:6]24)[O:4][CH2:3][C:2]1=[O:19])[CH2:12][CH2:11][CH2:10][CH2:9]3)[C:27]1[CH:32]=[CH:31][CH:30]=[CH:29][CH:28]=1 |f:1.2|. Reported procedure: To a suspension of 1,3,9,10,11,12-hexahydro-2H-quino[4,3,2-ef][1,4]benzoxazepin-2-one (4.30 g) in dry dimethylformamide (50 ml) was added potassium tert-butoxide (2.1 g). To the solution was added benzyl bromide (2.22 ml), and stirring was continued for five mins. The reaction mixture was diluted with water (150 ml) and extracted with diethyl ether. The organic phase was washed with water, brine, dried over anhydrous magnesium sulfate, filtered, and the filtrate was concentrated. Trituration of ...